The task is: describe an organic reaction: reactants, conditions, products, and yield. This data is from the Open Reaction Database (ORD), a public repository of structured organic reaction records. Reactants: C1(=CC=CC=C1)C(N1C=NC(=C1)CCCO)(C1=CC=CC=C1)C1=CC=CC=C1 (3-(1-triphenylmethyl-1H-imidazol-4-yl)propanol), OC1=CC=C(C=C1)C(=O)C1CCCCC1 (cyclohexyl 4-hydroxyphenyl ketone). Yields the product N1C=NC(=C1)CCCOC1=CC=C(C=C1)C(=O)C1CCCCC1 (Cyclohexyl 4-(3-(1H-imidazol-4-yl)propyloxy)phenyl ketone). As a reaction SMILES: C1(C(C2C=CC=CC=2)(C2C=CC=CC=2)[N:8]2[CH:12]=[C:11]([CH2:13][CH2:14][CH2:15]O)[N:10]=[CH:9]2)C=CC=CC=1.[OH:29][C:30]1[CH:35]=[CH:34][C:33]([C:36]([CH:38]2[CH2:43][CH2:42][CH2:41][CH2:40][CH2:39]2)=[O:37])=[CH:32][CH:31]=1>>[NH:8]1[CH:12]=[C:11]([CH2:13][CH2:14][CH2:15][O:29][C:30]2[CH:31]=[CH:32][C:33]([C:36]([CH:38]3[CH2:39][CH2:40][CH2:41][CH2:42][CH2:43]3)=[O:37])=[CH:34][CH:35]=2)[N:10]=[CH:9]1. Procedure details: 5 mmol of 3-(1-triphenylmethyl-1H-imidazol-4-yl)propanol and 6 mmol of cyclohexyl 4-hydroxyphenyl ketone are treated as described in Example 76.